From a dataset of the Open Reaction Database (ORD), a public repository of structured organic reaction records. describe an organic reaction: reactants, conditions, products, and yield Starting materials: OC1=NC(=NC=C1C(=O)NCC(=O)OC(C)(C)C)N1N=CC=C1 (Tert-butyl N-{[4-hydroxy-2-(1H-pyrazol-1-yl)pyrimidin-5-yl]carbonyl}glycinate), C(=O)(C(F)(F)F)O (TFA). Run in C(Cl)Cl (DCM). Run at time 4 hour. Product: OC1=NC(=NC=C1C(=O)NCC(=O)O)N1N=CC=C1 (N-{[4-hydroxy-2-(1H-pyrazol-1-yl)pyrimidin-5-yl]carbonyl}glycine). Reaction SMILES: [OH:1][C:2]1[C:7]([C:8]([NH:10][CH2:11][C:12]([O:14]C(C)(C)C)=[O:13])=[O:9])=[CH:6][N:5]=[C:4]([N:19]2[CH:23]=[CH:22][CH:21]=[N:20]2)[N:3]=1.C(O)(C(F)(F)F)=O>C(Cl)Cl>[OH:1][C:2]1[C:7]([C:8]([NH:10][CH2:11][C:12]([OH:14])=[O:13])=[O:9])=[CH:6][N:5]=[C:4]([N:19]2[CH:23]=[CH:22][CH:21]=[N:20]2)[N:3]=1. Reported procedure: Tert-butyl N-{[4-hydroxy-2-(1H-pyrazol-1-yl)pyrimidin-5-yl]carbonyl}glycinate (140 mg, 0.44 mmol, prepared in similar fashion to that of the preceding examples) was dissolved in DCM (1 mL) and TFA (1 mL) was added. The reaction was stirred at rt for 4 h, concentrated and partially dissolved in EtOAc and hexane was added to precipitate the desired compound. The product was isolated affording the title compound. HPLC/MS: 264.0 (M+1); Rt=0.65 min. Reactants: FC1=C(C=CC=C1)C(C(=O)OC)C (Methyl 2-(2-fluorophenyl)propanoate), [Li+].[OH-] (LiOH). Run in C1CCOC1 (THF), C(C)OCC (diethyl ether). Run at time 2.5 hour. The product is FC1=C(C=CC=C1)C(C(=O)O)C (2-(2-fluorophenyl)propanoic acid). The yield is 92.9%. As a reaction SMILES: [F:1][C:2]1[CH:7]=[CH:6][CH:5]=[CH:4][C:3]=1[CH:8]([CH3:13])[C:9]([O:11]C)=[O:10].[Li+].[OH-]>C1COCC1.C(OCC)C>[F:1][C:2]1[CH:7]=[CH:6][CH:5]=[CH:4][C:3]=1[CH:8]([CH3:13])[C:9]([OH:11])=[O:10] |f:1.2|. Procedure details: Methyl 2-(2-fluorophenyl)propanoate (26.2 g, 0.144 mol) was dissolved in THF (325 ml) and LiOH (1 M, 173 ml) added. The reaction mixture was stirred at room temperature for 2.5 h, before diluting with diethyl ether and extracting with water and 1N NaOH. The aqueous layer was acidified and extracted with ethyl acetate (×2). The organic extract was washed with brine, dried and evaporated to yield 2-(2-fluorophenyl)propanoic acid (22.5 g, 100%) as an oil. The reactants are CC(=O)O[BH-](OC(C)=O)OC(C)=O, O=C([O-])O, CC(=O)O, c1ccc(OCC2CCNCC2)c(OCC2CCCCC2)c1, COc1ncc(Cl)cc1C=O, ClCCCl, [Na+], [Na+]. The product is COc1ncc(Cl)cc1CN1CCC(COc2ccccc2OCC2CCCCC2)CC1. As a reaction SMILES: [C:34]([O:35][BH-:36]([O:37][C:38](=[O:39])[CH3:40])[O:41][C:42](=[O:43])[CH3:44])(=[O:45])[CH3:46].[C:48](=[O:49])([OH:50])[O-:51].[CH3:57][C:58](=[O:59])[OH:60].[CH:12]1([CH2:18][O:19][c:20]2[c:21]([O:22][CH2:23][CH:24]3[CH2:25][CH2:26][NH:27][CH2:28][CH2:29]3)[cH:30][cH:31][cH:32][cH:33]2)[CH2:13][CH2:14][CH2:15][CH2:16][CH2:17]1.[Cl:1][c:2]1[cH:3][c:4]([CH:10]=[O:11])[c:5]([O:8][CH3:9])[n:6][cH:7]1.[Cl:53][CH2:54][CH2:55][Cl:56].[Na+:47].[Na+:52]>>[Cl:1][c:2]1[cH:3][c:4]([CH2:10][N:27]2[CH2:26][CH2:25][CH:24]([CH2:23][O:22][c:21]3[c:20]([O:19][CH2:18][CH:12]4[CH2:13][CH2:14][CH2:15][CH2:16][CH2:17]4)[cH:33][cH:32][cH:31][cH:30]3)[CH2:29][CH2:28]2)[c:5]([O:8][CH3:9])[n:6][cH:7]1. Starting materials: COc1ccccc1CNc1ccc2cc([N+](=O)[O-])ccc2n1, CCOC(C)=O, [H][H]. The product is COc1ccccc1CNc1ccc2cc(N)ccc2n1. RXN SMILES: [CH3:1][O:2][c:3]1[c:4]([CH2:5][NH:6][c:7]2[n:8][c:9]3[cH:10][cH:11][c:12]([N+:17]([O-:18])=[O:19])[cH:13][c:14]3[cH:15][cH:16]2)[cH:20][cH:21][cH:22][cH:23]1.[CH3:26][CH2:27][O:28][C:29](=[O:30])[CH3:31].[H:24][H:25]>>[CH3:1][O:2][c:3]1[c:4]([CH2:5][NH:6][c:7]2[n:8][c:9]3[cH:10][cH:11][c:12]([NH2:17])[cH:13][c:14]3[cH:15][cH:16]2)[cH:20][cH:21][cH:22][cH:23]1.